From a dataset of the Open Reaction Database (ORD), a public repository of structured organic reaction records. describe an organic reaction: reactants, conditions, products, and yield Reactants: ClC1=NC=CC(=C1)C#CC=1N=C(NC1)C (2-chloro-4-(2-methyl-1H-imidazol-4-ylethynyl)-pyridine), Cl.ClCC=1C=CC(=NC1)C (5-chloromethyl-2-methyl-pyridine hydrochloride). The product is CC1=NC=C(C=C1)CN1C(=NC(=C1)C#CC1=CC(=NC=C1)Cl)C (4-[1-(2-Methyl-pyridin-5-ylmethyl)-2-methyl-1H-imidazol-4-ylethynyl]-2-chloro-pyridine). RXN SMILES: [Cl:1][C:2]1[CH:7]=[C:6]([C:8]#[C:9][C:10]2[N:11]=[C:12]([CH3:15])[NH:13][CH:14]=2)[CH:5]=[CH:4][N:3]=1.Cl.Cl[CH2:18][C:19]1[CH:20]=[CH:21][C:22]([CH3:25])=[N:23][CH:24]=1>>[CH3:25][C:22]1[CH:21]=[CH:20][C:19]([CH2:18][N:13]2[CH:14]=[C:10]([C:9]#[C:8][C:6]3[CH:5]=[CH:4][N:3]=[C:2]([Cl:1])[CH:7]=3)[N:11]=[C:12]2[CH3:15])=[CH:24][N:23]=1 |f:1.2|. Procedure: The title compound, MS: m/e=323.4 (M+H30), was prepared in accordance with the general method of example 1 from 2-chloro-4-(2-methyl-1H-imidazol-4-ylethynyl)-pyridine and 5-chloromethyl-2-methyl-pyridine hydrochloride. Reactants: C(C(=C)C)(=O)OCC1CO1 (glycidyl methacrylate), CN(C)CCCCCCCCCCCC (N,N-dimethyldodecylamine), CC(C)(C#N)N=NC(C)(C)C#N (AIBN), C(C(=C)C)(=O)OCC (ethyl methacrylate), C(C(=C)C)(=O)OCCO (2-hydroxyethyl methacrylate), C(CS)(=O)O (thioglycolic acid), C1(=CC=CC=C1)C (toluene). Product: CN1CCC2=CC(=C(C(=C2[C@@H]1[C@@H]3C4=C(C(=C(C=C4)OC)OC)C(=O)O3)OC)O)O (MB-1). RXN SMILES: [C:1]([O:6][CH2:7]C)(=O)[C:2]([CH3:4])=[CH2:3].[C:9]([O:14][CH2:15][CH2:16][OH:17])(=O)C(C)=C.[C:18]([OH:22])(=[O:21])[CH2:19]S.[CH3:23]C(N=NC(C#N)(C)C)(C#N)C.C([O:40][CH2:41][CH:42]1[O:44][CH2:43]1)(=O)C(C)=C.[CH3:45][N:46]([CH2:48][CH2:49]CCCCCCCCCC)C.[C:60]1(C)[CH:65]=CC=[CH:62][CH:61]=1>>[CH3:45][N:46]1[C@@H:4]([C@H:62]2[O:22][C:18](=[O:21])[C:19]3[C:15]([O:14][CH3:9])=[C:16]([O:17][CH3:23])[CH:65]=[CH:60][C:61]2=3)[C:2]2[C:3](=[CH:43][C:42]([OH:44])=[C:41]([OH:40])[C:1]=2[O:6][CH3:7])[CH2:49][CH2:48]1. Reported procedure: A mixed solution of 90 g of ethyl methacrylate, 10 g of 2-hydroxyethyl methacrylate, 5 g of thioglycolic acid and 200 g of toluene was heated to 75° C. with stirring under nitrogen gas stream and, after adding thereto 1.0 g of AIBN, the reaction was carried out for 8 hours. Then, to the reaction mixture were added 8 g of glycidyl methacrylate, 1.0 g of N,N-dimethyldodecylamine and 0.5 g of tert-butylhydroquninone, and the resulting mixture was stirred for 12 hours at 100° C. After cooling, the r...